This data is from the Open Reaction Database (ORD), a public repository of structured organic reaction records. The task is: describe an organic reaction: reactants, conditions, products, and yield Reactants: Intermediate 18, Cl.FC=1C=NC(=NC1)[C@H](C)N ([(1S)-1-(5-fluoropyrimidin-2-yl)ethyl]amine hydrochloride), Cl.FC=1C=NC(=NC1)[C@H](C)N ([(1S)-1-(5-fluoropyrimidin-2-yl)ethyl]amine hydrochloride), ClC1=NC(=C(C(=N1)C(=O)OCC)[N+](=O)[O-])NC1=NNC(=C1)C (ethyl 2-chloro-6-[(5-methyl-1H-pyrazol-3-yl)amino]-5-nitropyrimidine-4-carboxylate), ClC1=NC(=C(C(=N1)C(=O)OCC)[N+](=O)[O-])NC1=NNC(=C1)C (ethyl 2-chloro-6-[(5-methyl-1H-pyrazol-3-yl)amino]-5-nitropyrimidine-4-carboxylate). Yields the product FC=1C=NC(=NC1)[C@H](C)NC1=NC(=C(C(=N1)C(=O)OCC)[N+](=O)[O-])NC1=NNC(=C1)C (Ethyl 2-{[(1S)-1-(5-fluoropyrimidin-2-yl)ethyl]amino}-6-[(5-methyl-1H-pyrazol-3-yl)amino]-5-nitropyrimidine-4-carboxylate). Reaction SMILES: Cl.[F:2][C:3]1[CH:4]=[N:5][C:6]([C@@H:9]([NH2:11])[CH3:10])=[N:7][CH:8]=1.Cl[C:13]1[N:18]=[C:17]([C:19]([O:21][CH2:22][CH3:23])=[O:20])[C:16]([N+:24]([O-:26])=[O:25])=[C:15]([NH:27][C:28]2[CH:32]=[C:31]([CH3:33])[NH:30][N:29]=2)[N:14]=1>>[F:2][C:3]1[CH:4]=[N:5][C:6]([C@@H:9]([NH:11][C:13]2[N:18]=[C:17]([C:19]([O:21][CH2:22][CH3:23])=[O:20])[C:16]([N+:24]([O-:26])=[O:25])=[C:15]([NH:27][C:28]3[CH:32]=[C:31]([CH3:33])[NH:30][N:29]=3)[N:14]=2)[CH3:10])=[N:7][CH:8]=1 |f:0.1|. Procedure: The title compound was prepared using a procedure similar to the one described for the synthesis of Intermediate 18 using [(1S)-1-(5-fluoropyrimidin-2-yl)ethyl]amine hydrochloride (Intermediate 15) and ethyl 2-chloro-6-[(5-methyl-1H-pyrazol-3-yl)amino]-5-nitropyrimidine-4-carboxylate (Intermediate 48) as the starting materials. LCMS: 432 [M+1]. The reactants are Br, [Cu]Br, O=N[O-], N#Cc1cc2c(cc1N)CC1(C2)C(=O)Nc2ncccc21, [NH4+], [Na+], [OH-], O. Product: N#Cc1cc2c(cc1Br)CC1(C2)C(=O)Nc2ncccc21. RXN SMILES: [BrH:28].[Cu:30][Br:31].[N:22]([O-:23])=[O:24].[NH2:1][c:2]1[c:3]([C:20]#[N:21])[cH:4][c:5]2[c:9]([cH:10]1)[CH2:8][C:7]1([CH2:6]2)[C:11](=[O:19])[NH:12][c:13]2[n:14][cH:15][cH:16][cH:17][c:18]21.[NH4+:27].[Na+:25].[OH-:26].[OH2:29]>>[c:2]1([Br:28])[c:3]([C:20]#[N:21])[cH:4][c:5]2[c:9]([cH:10]1)[CH2:8][C:7]1([CH2:6]2)[C:11](=[O:19])[NH:12][c:13]2[n:14][cH:15][cH:16][cH:17][c:18]21. Reactants: C(C)OC(C(CC(C)C)C=1C=C(C=C(C1)C1NC(CCC1)C(F)(F)F)C1=CC=C(C=C1)C(F)(F)F)=O (4-Methyl-2-[4′-trifluoromethyl-5-(6-trifluoromethyl-piperidin-2-yl)-biphenyl-3-yl]-pentanoic acid ethyl ester), CCN(C(C)C)C(C)C (DIEA), C(C)OC(C(CC(C)C)C=1C=C(C=C(C1)C1NC(CCC1)C(F)(F)F)C1=CC=C(C=C1)C(F)(F)F)=O (4-Methyl-2-[4′-trifluoromethyl-5-(6-trifluoromethyl-piperidin-2-yl)-biphenyl-3-yl]-pentanoic acid ethyl ester), C(C1=CC=CC=C1)Br (Benzyl bromide). Reagents/catalysts: [I-].C(CCC)[N+](CCCC)(CCCC)CCCC (tetrabutylammonium iodide). Run in CCOC(=O)C (EtOAc), C(C)#N (acetonitrile). Run at temperature 150 celsius. The product is C(C)OC(C(CC(C)C)C=1C=C(C=C(C1)C1N(C(CCC1)C(F)(F)F)CC1=CC=CC=C1)C1=CC=C(C=C1)C(F)(F)F)=O (2-[5-(1-Benzyl-6-trifluoromethyl-piperidin-2-yl)-4′-trifluoromethyl-biphenyl-3-yl]-4-methyl-pentanoic acid ethyl ester). Reaction SMILES: [CH2:1]([O:3][C:4](=[O:36])[CH:5]([C:10]1[CH:11]=[C:12]([C:26]2[CH:31]=[CH:30][C:29]([C:32]([F:35])([F:34])[F:33])=[CH:28][CH:27]=2)[CH:13]=[C:14]([CH:16]2[CH2:21][CH2:20][CH2:19][CH:18]([C:22]([F:25])([F:24])[F:23])[NH:17]2)[CH:15]=1)[CH2:6][CH:7]([CH3:9])[CH3:8])[CH3:2].[CH2:37](Br)[C:38]1[CH:43]=[CH:42][CH:41]=[CH:40][CH:39]=1.CCN(C(C)C)C(C)C>[I-].C([N+](CCCC)(CCCC)CCCC)CCC.C(#N)C.CCOC(C)=O>[CH2:1]([O:3][C:4](=[O:36])[CH:5]([C:10]1[CH:11]=[C:12]([C:26]2[CH:27]=[CH:28][C:29]([C:32]([F:33])([F:34])[F:35])=[CH:30][CH:31]=2)[CH:13]=[C:14]([CH:16]2[CH2:21][CH2:20][CH2:19][CH:18]([C:22]([F:23])([F:24])[F:25])[N:17]2[CH2:37][C:38]2[CH:43]=[CH:42][CH:41]=[CH:40][CH:39]=2)[CH:15]=1)[CH2:6][CH:7]([CH3:9])[CH3:8])[CH3:2] |f:3.4|. Reported procedure: 4-Methyl-2-[4′-trifluoromethyl-5-(6-trifluoromethyl-piperidin-2-yl)-biphenyl-3-yl]-pentanoic acid ethyl ester, compound 7b (32 mg, 0.062 mmol), Benzyl bromide (55 μl, 0.46 mmol), DIEA (110 μl, 0.62), and tetrabutylammonium iodide (TBAI)(10 mg) in acetonitrile (0.5 mL) were combined and heated under microwave conditions 150° C. for 30 minutes. The reaction was diluted with EtOAc, washed with brine, sat. NaHCO3, and brine, dried over magnesium sulfate and filtered. Purification by silica gel chrom... Product: Cl.C(C)(C)(C)C1=C(C(=CC(=C1)OC=1SC=CN1)C(C)(C)C)O (2,6-di-tert-butyl-4-(2-thiazolyloxy)phenol hydrochloride). RXN SMILES: [C:1](=[S:19])([O:3][C:4]1[CH:9]=[C:8]([C:10]([CH3:13])([CH3:12])[CH3:11])[C:7]([OH:14])=[C:6]([C:15]([CH3:18])([CH3:17])[CH3:16])[CH:5]=1)[NH2:2].[CH2:20](OC(OCC)C[Cl:25])[CH3:21].O.Cl>C(O)(=O)C.C(OCC)C.C(OCC)(=O)C.O.C1(C)C=CC(S(O)(=O)=O)=CC=1>[ClH:25].[C:15]([C:6]1[CH:5]=[C:4]([O:3][C:1]2[S:19][CH:20]=[CH:21][N:2]=2)[CH:9]=[C:8]([C:10]([CH3:11])([CH3:12])[CH3:13])[C:7]=1[OH:14])([CH3:18])([CH3:17])[CH3:16] |f:7.8,9.10|. The solvent is C(C)(=O)O (acetic acid), C(C)(=O)OCC (ethyl acetate), C(C)OCC (diethyl ether). Isolated yield 65.8%. Procedure details: O-(3,5-Di-tert-butyl-4-hydroxyphenyl) thiocarbamate (1.00 g), 0.66 g of chloroacetaldehyde diethyl acetal and 0.03 g of p-toluenesulfonic acid monohydrate were dissolved in 6 ml of acetic acid, and the solution was heated at 95° C. for 1 hour. The reaction mixture was poured into water and extracted with chloroform. The organic layer was washed with saturated aqueous sodium bicarbonate solution and then with saturated aqueous sodium chloride solution, dried over magnesium sulfate and concentrate... Reagents/catalysts: O.C1(=CC=C(C=C1)S(=O)(=O)O)C (p-toluenesulfonic acid monohydrate). Reaction conditions: temperature 95 celsius. The reactants are C(N)(OC1=CC(=C(C(=C1)C(C)(C)C)O)C(C)(C)C)=S (O-(3,5-Di-tert-butyl-4-hydroxyphenyl) thiocarbamate), C(C)OC(CCl)OCC (chloroacetaldehyde diethyl acetal), Cl (hydrogen chloride), O (water). Starting materials: C(C1=CC=CC=C1)OC1=NC(=CC(=C1CN1CCOC2=C(C1=O)C(=C(C=C2Br)OC(C)C)C)C)C (4-{[2-(benzyloxy)-4,6-dimethylpyridin-3-yl]methyl}-9-bromo-6-methyl-7-(propan-2-yloxy)-3,4-dihydro-1,4-benzoxazepin-5(2H)-one), CNC1=NC=C(C=N1)B1OC(C(O1)(C)C)(C)C (N-methyl-5-(4,4,5,5-tetramethyl-1,3,2-dioxaborolan-2-yl)pyrimidin-2-amine), C([O-])([O-])=O.[Na+].[Na+] (sodium carbonate), N#N (N2). Reagents/catalysts: C1=CC=C(C=C1)P([C-]2C=CC=C2)C3=CC=CC=C3.C1=CC=C(C=C1)P([C-]2C=CC=C2)C3=CC=CC=C3.Cl[Pd]Cl.[Fe+2].C(Cl)Cl (PdCl2(dppf) DCM). Run in O1CCOCC1 (1,4-dioxane), O (water), CCOC(=O)C (EtOAc). Conditions: temperature 100 celsius. Product: C(C1=CC=CC=C1)OC1=NC(=CC(=C1CN1CCOC2=C(C1=O)C(=C(C=C2C=2C=NC(=NC2)NC)OC(C)C)C)C)C (4-{[2-(benzyloxy)-4,6-dimethylpyridin-3-yl]methyl}-6-methyl-9-[2-(methylamino)pyrimidin-5-yl]-7-(propan-2-yloxy)-3,4-dihydro-1,4-benzoxazepin-5(2H)-one). The yield is 73.9%. As a reaction SMILES: [CH2:1]([O:8][C:9]1[C:14]([CH2:15][N:16]2[C:22](=[O:23])[C:21]3[C:24]([CH3:33])=[C:25]([O:29][CH:30]([CH3:32])[CH3:31])[CH:26]=[C:27](Br)[C:20]=3[O:19][CH2:18][CH2:17]2)=[C:13]([CH3:34])[CH:12]=[C:11]([CH3:35])[N:10]=1)[C:2]1[CH:7]=[CH:6][CH:5]=[CH:4][CH:3]=1.[CH3:36][NH:37][C:38]1[N:43]=[CH:42][C:41](B2OC(C)(C)C(C)(C)O2)=[CH:40][N:39]=1.C(=O)([O-])[O-].[Na+].[Na+].N#N>O1CCOCC1.O.CCOC(C)=O.C1C=CC(P(C2C=CC=CC=2)[C-]2C=CC=C2)=CC=1.C1C=CC(P(C2C=CC=CC=2)[C-]2C=CC=C2)=CC=1.Cl[Pd]Cl.[Fe+2].C(Cl)Cl>[CH2:1]([O:8][C:9]1[C:14]([CH2:15][N:16]2[C:22](=[O:23])[C:21]3[C:24]([CH3:33])=[C:25]([O:29][CH:30]([CH3:32])[CH3:31])[CH:26]=[C:27]([C:41]4[CH:40]=[N:39][C:38]([NH:37][CH3:36])=[N:43][CH:42]=4)[C:20]=3[O:19][CH2:18][CH2:17]2)=[C:13]([CH3:34])[CH:12]=[C:11]([CH3:35])[N:10]=1)[C:2]1[CH:7]=[CH:6][CH:5]=[CH:4][CH:3]=1 |f:2.3.4,9.10.11.12.13|. Procedure details: A solution of 4-{[2-(benzyloxy)-4,6-dimethylpyridin-3-yl]methyl}-9-bromo-6-methyl-7-(propan-2-yloxy)-3,4-dihydro-1,4-benzoxazepin-5(2H)-one (116 g, 121 mg, 0.224 mmol), N-methyl-5-(4,4,5,5-tetramethyl-1,3,2-dioxaborolan-2-yl)pyrimidin-2-amine (52.7 mg, 0.224 mmol) and sodium carbonate (2.0 M, 71.2 mg, 0.672 mmol) in 1,4-dioxane (2.0 mL) was degassed (N2) for 5 min, then PdCl2(dppf)-DCM (50.0 mg, 0.0610 mmol) was added. The reaction was heated at 100° C. for 1 hour. The reaction was diluted with ... Starting materials: CC(=O)OC(OC(C)=O)c1ccc2c(c1)C(=O)c1ccc(Br)cc1-2, C1CCOC1, C[O-], CO, CCOC(C)=O, [Na+], O=P([O-])([O-])[O-]. Yields the product O=Cc1ccc2c(c1)C(=O)c1ccc(Br)cc1-2. RXN SMILES: [C:1]([O:4][CH:5]([O:2][C:3](=[O:21])[CH3:22])[c:6]1[cH:7][cH:8][c:9]2[c:17]([cH:18]1)[C:16](=[O:19])[c:15]1[c:10]-2[cH:11][c:12]([Br:20])[cH:13][cH:14]1)(=[O:23])[CH3:24].[CH2:35]1[O:36][CH2:37][CH2:38][CH2:39]1.[CH3:25][O-:26].[CH3:33][OH:34].[CH3:40][CH2:41][O:42][C:43](=[O:44])[CH3:45].[Na+:27].[O-:28][P:29](=[O:30])([O-:31])[O-:32]>>[O:4]=[CH:5][c:6]1[cH:7][cH:8][c:9]2[c:17]([cH:18]1)[C:16](=[O:19])[c:15]1[c:10]-2[cH:11][c:12]([Br:20])[cH:13][cH:14]1. Reactants: CS(=O)C (dimethyl sulfoxide), [H-].[Na+] (sodium hydride), CS(=O)C (dimethyl sulfoxide), FC1=C(C=CC(=C1)F)C([C@H](C)OC1OCCCC1)=O ((2S)-2',4'-difluoro-2-(3,4,5,6-tetrahydro- 2H-pyran-2-yloxy)propiophenone), [I-].C[S+](=O)(C)C (trimethyl sulfoxonium iodide), resultant mixture. Solvent: oil, C(C)(=O)OCC (ethyl acetate), O (water). Conditions: temperature 15 celsius. The product is O1C(CCCC1)O[C@@H](C)C1(OC1)C1=C(C=C(C=C1)F)F (2-[(1S)-1-(3,4,5,6-tetrahydro-2H-pyran-2-yloxy)ethyl]-2-(2,4-difluorophenyl)oxirane). Isolated yield 76.1%. Reaction SMILES: CS(C)=O.[H-].[Na+].[I-].[CH3:8][S+](C)(C)=O.[F:13][C:14]1[CH:19]=[C:18]([F:20])[CH:17]=[CH:16][C:15]=1[C:21](=[O:31])[C@@H:22]([O:24][CH:25]1[CH2:30][CH2:29][CH2:28][CH2:27][O:26]1)[CH3:23]>C(OCC)(=O)C.O>[O:26]1[CH2:27][CH2:28][CH2:29][CH2:30][CH:25]1[O:24][C@H:22]([C:21]1([C:15]2[CH:16]=[CH:17][C:18]([F:20])=[CH:19][C:14]=2[F:13])[CH2:8][O:31]1)[CH3:23] |f:1.2,3.4|. Procedure: To dimethyl sulfoxide (5 ml) was added 60% sodium hydride in oil (85 mg), to which was added trimethyl sulfoxonium iodide (0.49 g) with stirring at about 15° C., and the mixture was stirred for 15 minutes at room temperature. The reaction mixture was cooled with ice, to which was added a dimethyl sulfoxide solution (1.2 ml) of (2S)-2',4'-difluoro-2-(3,4,5,6-tetrahydro- 2H-pyran-2-yloxy)propiophenone (0.50 g), and the mixture was stirred for two hours at room temperature. To the reaction mixture ... The reactants are C(C)[Si](C#CCCCI)(CC)CC (triethyl-(5-iodopent-1-inyl)silane), CN(C1(CCC(CC1)=O)C1=CC=CC=C1)C (4-(dimethylamino)-4-phenylcyclohexanone), solution, [Cl-].[NH4+] (ammonium chloride), C(C)(C)(C)[Li] (tert-butyl lithium). Solvent: C(C)OCC (diethyl ether), C(C)OCC (diethyl ether), CCCCC (pentane). Conditions: temperature -75 celsius, time 30 minute. Yields the product CN(C1(CCC(CC1)(O)CCCC#C[Si](CC)(CC)CC)C1=CC=CC=C1)C (4-dimethylamino-4-phenyl-1-(5-triethylsilanyl-pent-4-inyl)cyclohexanol). RXN SMILES: C([Li])(C)(C)C.[CH2:6]([Si:8]([CH2:17][CH3:18])([CH2:15][CH3:16])[C:9]#[C:10][CH2:11][CH2:12][CH2:13]I)[CH3:7].[CH3:19][N:20]([CH3:34])[C:21]1([C:28]2[CH:33]=[CH:32][CH:31]=[CH:30][CH:29]=2)[CH2:26][CH2:25][C:24](=[O:27])[CH2:23][CH2:22]1.[Cl-].[NH4+]>CCCCC.C(OCC)C>[CH3:19][N:20]([CH3:34])[C:21]1([C:28]2[CH:33]=[CH:32][CH:31]=[CH:30][CH:29]=2)[CH2:26][CH2:25][C:24]([CH2:13][CH2:12][CH2:11][C:10]#[C:9][Si:8]([CH2:17][CH3:18])([CH2:15][CH3:16])[CH2:6][CH3:7])([OH:27])[CH2:23][CH2:22]1 |f:3.4|. Procedure details: A 1.7 M solution of tert-butyl lithium (18.4 mL, 31.2 mmol) in pentane was incorporated directly by cannula into a solution of triethyl-(5-iodopent-1-inyl)silane (4.81 g, 15.6 mmol) in anhydrous diethyl ether (150 mL) at −75° C. with argon, wherein the inside temperature was held between −70° C. and −75° C. After stirring for 2 h at −75° C. a solution of 4-(dimethylamino)-4-phenylcyclohexanone (3.39 g, 15.6 mmol, synthesis cf. WO2008009415, ketone unit Ket-10) in anhydrous diethyl ether (150 mL)... Starting materials: [Al+3], CCOc1cc(Br)c(Br)c(F)c1OCC, [Cl-], [Cl-], [Cl-], ClCCl, Cl. Yields the product CCOc1cc(Br)c(Br)c(F)c1O. Reaction SMILES: [Al+3:17].[Br:1][c:2]1[c:3]([Br:15])[c:4]([F:14])[c:5]([O:11][CH2:12][CH3:13])[c:6]([O:8][CH2:9][CH3:10])[cH:7]1.[Cl-:16].[Cl-:18].[Cl-:19].[Cl:21][CH2:22][Cl:23].[ClH:20]>>[Br:1][c:2]1[c:3]([Br:15])[c:4]([F:14])[c:5]([OH:11])[c:6]([O:8][CH2:9][CH3:10])[cH:7]1. Reactants: [Cr](=O)(=O)([O-])Cl.[NH+]1=CC=CC=C1 (Pyridinium chlorochromate), [Si](C)(C)(C(C)(C)C)OC=1C=C(C(O)C2=CC=C(C(=O)N(CC)CC)C=C2)C=CC1 (4-(3-(tert-butyldimethylsilyloxy)-α-hydroxybenzyl)-N,N-diethylbenzamide). Solvent: ClCCl (dichloromethane). Reaction conditions: time 8 hour. Product: [Si](C)(C)(C(C)(C)C)OC=1C=C(C(=O)C2=CC=C(C(=O)N(CC)CC)C=C2)C=CC1 (4-(3-((tert-butyldimethylsilyl)oxy)benzoyl)-N,N-diethylbenzamide). The yield is 66.1%. RXN SMILES: [Cr](Cl)([O-])(=O)=O.[NH+]1C=CC=CC=1.[Si:12]([O:19][C:20]1[CH:21]=[C:22]([CH:38]=[CH:39][CH:40]=1)[CH:23]([C:25]1[CH:37]=[CH:36][C:28]([C:29]([N:31]([CH2:34][CH3:35])[CH2:32][CH3:33])=[O:30])=[CH:27][CH:26]=1)[OH:24])([C:15]([CH3:18])([CH3:17])[CH3:16])([CH3:14])[CH3:13]>ClCCl>[Si:12]([O:19][C:20]1[CH:21]=[C:22]([CH:38]=[CH:39][CH:40]=1)[C:23]([C:25]1[CH:26]=[CH:27][C:28]([C:29]([N:31]([CH2:34][CH3:35])[CH2:32][CH3:33])=[O:30])=[CH:36][CH:37]=1)=[O:24])([C:15]([CH3:16])([CH3:17])[CH3:18])([CH3:14])[CH3:13] |f:0.1|. Reported procedure: Pyridinium chlorochromate (46.5 g, 0.216 mol) was added to a solution of 4-(3-(tert-butyldimethylsilyloxy)-α-hydroxybenzyl)-N,N-diethylbenzamide (44.6 g, 0.108 mol) from Example 11 in 600 mL dichloromethane at 0° C. The solution was stirred overnight at room temperature and filtered through Celite. The filtrate was concentrated to a volume of 150 mL and purified by chromatography on silica gel with ethyl acetate (5-40%) in hexane to give 29.4 g (66%) of 4-(3-((tert-butyldimethylsilyl)oxy)benzoyl...